This data is from the Open Reaction Database (ORD), a public repository of structured organic reaction records. The task is: describe an organic reaction: reactants, conditions, products, and yield Reactants: CI, Cc1nc(NC(=O)C(C)(C)C)ccc1CO. The product is COCc1ccc(NC(=O)C(C)(C)C)nc1C. As a reaction SMILES: [I:17][CH3:18].[OH:1][CH2:2][c:3]1[cH:4][cH:5][c:6]([NH:10][C:11]([C:12]([CH3:13])([CH3:14])[CH3:15])=[O:16])[n:7][c:8]1[CH3:9]>>[O:1]([CH2:2][c:3]1[cH:4][cH:5][c:6]([NH:10][C:11]([C:12]([CH3:13])([CH3:14])[CH3:15])=[O:16])[n:7][c:8]1[CH3:9])[CH3:18]. The reactants are CC(C)OC(C)C, CC(C)(C)OC(=O)CS(=O)(=O)c1cccc(-c2nc(=O)c3ccccc3s2)n1, O=C(O)C(F)(F)F. Product: O=C(O)CS(=O)(=O)c1cccc(-c2nc(=O)c3ccccc3s2)n1. Reaction SMILES: [CH:29]([O:30][CH:31]([CH3:32])[CH3:33])([CH3:34])[CH3:35].[O:1]=[c:2]1[n:3][c:4](-[c:12]2[cH:13][cH:14][cH:15][c:16]([S:18](=[O:19])(=[O:20])[CH2:21][C:22](=[O:23])[O:24][C:25]([CH3:26])([CH3:27])[CH3:28])[n:17]2)[s:5][c:6]2[c:7]1[cH:8][cH:9][cH:10][cH:11]2.[OH:36][C:37]([C:38]([F:39])([F:40])[F:41])=[O:42]>>[O:1]=[c:2]1[n:3][c:4](-[c:12]2[cH:13][cH:14][cH:15][c:16]([S:18](=[O:19])(=[O:20])[CH2:21][C:22](=[O:23])[OH:24])[n:17]2)[s:5][c:6]2[c:7]1[cH:8][cH:9][cH:10][cH:11]2. The reactants are [OH-].[K+] (potassium hydroxide), C1CCC(C=2C3=CC=CC=C3C=CC12)=O (1,2-dihydro-4(3H)-phenanthrenone), CC1=C(N=CN1C(C1=CC=CC=C1)(C1=CC=CC=C1)C1=CC=CC=C1)C=O (5-methyl-1-(triphenylmethyl)-1H-imidazole-4-carboxaldehyde). Solvent: CO (methanol), CO (methanol). Reaction conditions: time 5 day. Product: CC1=C(N=CN1C(C1=CC=CC=C1)(C1=CC=CC=C1)C1=CC=CC=C1)C=C1CCC=2C=CC3=CC=CC=C3C2C1=O (1,2-Dihydro-3-[[5-methyl-1-(triphenylmethyl)-1H-imidazol-4-yl]-methylene]-4(3H)-phenanthrenone). Isolated yield 63.6%. RXN SMILES: [OH-].[K+].[CH2:3]1[C:16]2[CH:15]=[CH:14][C:13]3[C:8](=[CH:9][CH:10]=[CH:11][CH:12]=3)[C:7]=2[C:6](=[O:17])[CH2:5][CH2:4]1.[CH3:18][C:19]1[N:23]([C:24]([C:37]2[CH:42]=[CH:41][CH:40]=[CH:39][CH:38]=2)([C:31]2[CH:36]=[CH:35][CH:34]=[CH:33][CH:32]=2)[C:25]2[CH:30]=[CH:29][CH:28]=[CH:27][CH:26]=2)[CH:22]=[N:21][C:20]=1[CH:43]=O>CO>[CH3:18][C:19]1[N:23]([C:24]([C:25]2[CH:30]=[CH:29][CH:28]=[CH:27][CH:26]=2)([C:31]2[CH:32]=[CH:33][CH:34]=[CH:35][CH:36]=2)[C:37]2[CH:42]=[CH:41][CH:40]=[CH:39][CH:38]=2)[CH:22]=[N:21][C:20]=1[CH:43]=[C:5]1[C:6](=[O:17])[C:7]2[C:8]3[C:13](=[CH:12][CH:11]=[CH:10][CH:9]=3)[CH:14]=[CH:15][C:16]=2[CH2:3][CH2:4]1 |f:0.1|. Procedure details: A solution of potassium hydroxide (0.25 g) in methanol (5 ml) was added to a solution of 1,2-dihydro-4(3H)-phenanthrenone (0.5 g) and 5-methyl-1-(triphenylmethyl)-1H-imidazole-4-carboxaldehyde (0.9 g) in methanol (20 ml). The mixture was kept at 23° for 5 days after which time a solid had separated. This was filtered off, washed with ethanol and purified by FCC eluting firstly with hexane/dichloromethane (1:1) and then with dichloromethane to give the title compound (0.86 g), m.p. 145°-148° (dec... Starting materials: O=C1C(CN(CC1)C(=O)OC(C)(C)C)=CN(C)C (tert-butyl 4-oxo-3-(dimethylaminomethylidene)-1-piperidinecarboxylate), Intermediate 28, FC(C(=N)N)(F)F (trifluoroacetamidine). The product is C(C)(C)(C)OC(=O)N1CC2=C(N=C(N=C2)C(F)(F)F)CC1 (6-(tert-Butoxycarbonyl)-2-(trifluoromethyl)-5,6,7,8-tetrahydropyrido[4,3-d]pyrimidine). As a reaction SMILES: O=[C:2]1[CH2:7][CH2:6][N:5]([C:8]([O:10][C:11]([CH3:14])([CH3:13])[CH3:12])=[O:9])[CH2:4][C:3]1=[CH:15]N(C)C.[F:19][C:20]([F:25])([F:24])[C:21]([NH2:23])=[NH:22]>>[C:11]([O:10][C:8]([N:5]1[CH2:6][CH2:7][C:2]2[N:22]=[C:21]([C:20]([F:25])([F:24])[F:19])[N:23]=[CH:15][C:3]=2[CH2:4]1)=[O:9])([CH3:14])([CH3:12])[CH3:13]. Procedure details: Reaction of tert-butyl 4-oxo-3-(dimethylaminomethylidene)-1-piperidinecarboxylate (1.78 g) from Intermediate 28, Step A with trifluoroacetamidine (0.86 g) according to the procedure described for Intermediate 28, Step B, and purification by flash chromatography (silica gel; 18% ethyl acetate/hexanes as eluant), afforded the title compound as a viscous orange oil. The reactants are COc1cccc(N)c1, CCO, NC(=O)c1cnc2ccc(I)cc2c1Cl. Yields the product Cl, COc1cccc(Nc2c(C(N)=O)cnc3ccc(I)cc23)c1. RXN SMILES: [CH3:16][O:17][c:18]1[cH:19][c:20]([NH2:21])[cH:22][cH:23][cH:24]1.[CH3:25][CH2:26][OH:27].[Cl:1][c:2]1[c:3]([C:13](=[O:14])[NH2:15])[cH:4][n:5][c:6]2[cH:7][cH:8][c:9]([I:12])[cH:10][c:11]12>>[ClH:1].[c:2]1([NH:21][c:20]2[cH:19][c:18]([O:17][CH3:16])[cH:24][cH:23][cH:22]2)[c:3]([C:13](=[O:14])[NH2:15])[cH:4][n:5][c:6]2[cH:7][cH:8][c:9]([I:12])[cH:10][c:11]12. Reactants: CCC1C(=O)N(C)c2cnc(Cl)nc2N1C1CCCC1, c1ncc(-c2ncc[nH]2)cn1. The product is CCC1C(=O)N(C)c2cnc(-n3ccnc3-c3cncnc3)nc2N1C1CCCC1. As a reaction SMILES: [Cl:1][c:2]1[n:3][c:4]2[c:9]([cH:10][n:11]1)[N:8]([CH3:12])[C:7](=[O:13])[CH:6]([CH2:14][CH3:15])[N:5]2[CH:16]1[CH2:17][CH2:18][CH2:19][CH2:20]1.[nH:21]1[c:22](-[c:26]2[cH:27][n:28][cH:29][n:30][cH:31]2)[n:23][cH:24][cH:25]1>>[c:2]1(-[n:21]2[c:22](-[c:26]3[cH:27][n:28][cH:29][n:30][cH:31]3)[n:23][cH:24][cH:25]2)[n:3][c:4]2[c:9]([cH:10][n:11]1)[N:8]([CH3:12])[C:7](=[O:13])[CH:6]([CH2:14][CH3:15])[N:5]2[CH:16]1[CH2:17][CH2:18][CH2:19][CH2:20]1. Starting materials: COc1ccc(CCN(C)CCOc2ccc(N)cc2NC(C)=O)cc1OC, CS(=O)(=O)Cl, c1ccncc1. Yields the product COc1ccc(CCN(C)CCOc2ccc(NS(C)(=O)=O)cc2NC(C)=O)cc1OC, Cl. As a reaction SMILES: [C:1]([CH3:2])(=[O:3])[NH:4][c:5]1[c:6]([O:7][CH2:8][CH2:9][N:10]([CH3:11])[CH2:12][CH2:13][c:14]2[cH:15][c:16]([O:22][CH3:23])[c:17]([O:20][CH3:21])[cH:18][cH:19]2)[cH:24][cH:25][c:26]([NH2:28])[cH:27]1.[CH3:29][S:30]([Cl:31])(=[O:32])=[O:33].[cH:34]1[cH:35][cH:36][n:37][cH:38][cH:39]1>>[C:1]([CH3:2])(=[O:3])[NH:4][c:5]1[c:6]([O:7][CH2:8][CH2:9][N:10]([CH3:11])[CH2:12][CH2:13][c:14]2[cH:15][c:16]([O:22][CH3:23])[c:17]([O:20][CH3:21])[cH:18][cH:19]2)[cH:24][cH:25][c:26]([NH:28][S:30]([CH3:29])(=[O:32])=[O:33])[cH:27]1.[ClH:31]. The reactants are BrCCCCOC1=CC2=C(C(=NS2(=O)=O)C2=CC=C(C=C2)C(F)(F)F)C=C1 (6-(4-Bromo-butoxy)-3-(4-trifluoromethyl-phenyl)-benzo[d]isothiazole 1,1-dioxide), N1CCCCC1 (Piperidine). The product is N1(CCCCC1)CCCCOC1=CC2=C(C(=NS2(=O)=O)C2=CC=C(C=C2)C(F)(F)F)C=C1 (6-(4-Piperidin-1-yl-butoxy)-3-(4-trifluoromethyl-phenyl)-benzo[d]isothiazole 1,1-dioxide). As a reaction SMILES: Br[CH2:2][CH2:3][CH2:4][CH2:5][O:6][C:7]1[CH:27]=[CH:26][C:10]2[C:11]([C:16]3[CH:21]=[CH:20][C:19]([C:22]([F:25])([F:24])[F:23])=[CH:18][CH:17]=3)=[N:12][S:13](=[O:15])(=[O:14])[C:9]=2[CH:8]=1.[NH:28]1[CH2:33][CH2:32][CH2:31][CH2:30][CH2:29]1>>[N:28]1([CH2:2][CH2:3][CH2:4][CH2:5][O:6][C:7]2[CH:27]=[CH:26][C:10]3[C:11]([C:16]4[CH:21]=[CH:20][C:19]([C:22]([F:25])([F:24])[F:23])=[CH:18][CH:17]=4)=[N:12][S:13](=[O:15])(=[O:14])[C:9]=3[CH:8]=2)[CH2:33][CH2:32][CH2:31][CH2:30][CH2:29]1. Reported procedure: According to the method in example 10, 6-(4-Bromo-butoxy)-3-(4-trifluoromethyl-phenyl)-benzo[d]isothiazole 1,1-dioxide and Piperidine were converted to yield 6-(4-Piperidin-1-yl-butoxy)-3-(4-trifluoromethyl-phenyl)-benzo[d]isothiazole 1,1-dioxide, MS: 467 (MH+).